Dataset: the Open Reaction Database (ORD), a public repository of structured organic reaction records. Task: describe an organic reaction: reactants, conditions, products, and yield The reactants are C(C)OC(=O)[C@H](CCC1=CC=CC=C1)N[C@@H]1C(N([C@@H](CSC1)C1=CC=CC=C1)CC(=O)O)=O (α-{6(R)-[1(S)-Ethoxycarbonyl-3-phenylpropylamino]-5-oxo-3(R)-phenylperhydro-1,4-thiazepin-4-yl}acetic acid), Cl (hydrochloric acid). Run in [OH-].[Na+] (sodium hydroxide). Run at time 18 hour. Yields the product C(=O)(O)[C@@H](CCC1=CC=CC=C1)N[C@@H]1C(N([C@@H](CSC1)C1=CC=CC=C1)CC(=O)O)=O (α-{6(R)-[1(R)-Carboxy-3-phenylpropylamino]-5-oxo-3(R)-phenylperhydro-1,4-thiazepin-4-yl}acetic acid). Yield: 43.8%. RXN SMILES: C([O:3][C:4]([C@@H:6]([NH:15][C@H:16]1[CH2:22][S:21][CH2:20][C@@H:19]([C:23]2[CH:28]=[CH:27][CH:26]=[CH:25][CH:24]=2)[N:18]([CH2:29][C:30]([OH:32])=[O:31])[C:17]1=[O:33])[CH2:7][CH2:8][C:9]1[CH:14]=[CH:13][CH:12]=[CH:11][CH:10]=1)=[O:5])C.Cl>[OH-].[Na+]>[C:4]([C@H:6]([NH:15][C@H:16]1[CH2:22][S:21][CH2:20][C@@H:19]([C:23]2[CH:24]=[CH:25][CH:26]=[CH:27][CH:28]=2)[N:18]([CH2:29][C:30]([OH:32])=[O:31])[C:17]1=[O:33])[CH2:7][CH2:8][C:9]1[CH:10]=[CH:11][CH:12]=[CH:13][CH:14]=1)([OH:5])=[O:3] |f:2.3|. Procedure: 170 mg of α-{6(R)-[(R)-ethoxycarbonyl-3-phenylpropylamino]-5-oxo-3(R)-phenylperhydro-1,4-thiazepin-4-yl}acetic acid (prepared as described in Example 4) were dissolved in 0.8 ml of a 1% w/v aqueous solution of sodium hydroxide, and the resulting solution was allowed to stand for 18 hours at room temperature. 0.8 ml of 1N hydrochloric acid was added dropwise to this reaction product, and the pH of the mixture was adjusted to the value of 2.0. The title compound was precipitated as a powder follow... As a reaction SMILES: [CH3:1][C:2]([C:4]1[CH:5]=[CH:6][C:7]([OH:10])=[CH:8][CH:9]=1)=[O:3].[I-:11].[K+].II.Cl>[OH-].[NH4+].O>[CH3:1][C:2]([C:4]1[CH:9]=[CH:8][C:7]([OH:10])=[C:6]([I:11])[CH:5]=1)=[O:3] |f:1.2,5.6|. Yields the product CC(=O)C1=CC(=C(C=C1)O)I (4-hydroxy-3-iodoacetophenone). Conditions: time 14 hour. Reported procedure: To a solution of 4-hydroxyacetophenone (4.0 g, 30 mmol) in 50% (v/v) of ammonium hydroxide (250 mL) at room temperature was quickly added a solution of potassium iodide (24.2 g, 146 mmol) and iodine (7.66 g, 30 mmol) in water (300 mL). The resulting mixture was stirred at room temperature for 14 hours and then passed through a celite pad. The filtrate was cooled to 10° C. and acidified slowly with HCl (12 N) to pH=1. The yellow precipitate was collected by filtration, washed with water to get 4-... Run in [OH-].[NH4+] (ammonium hydroxide), O (water). The reactants are Cl (HCl), CC(=O)C=1C=CC(=CC1)O (4-hydroxyacetophenone), [I-].[K+] (potassium iodide), II (iodine). Yield: 80.1%. Starting materials: O=C([O-])[O-], O=[N+]([O-])c1cnc(Cl)c(I)c1, [Cs+], [Cs+], C1COCCO1, O, OB(O)c1ccccc1. Yields the product O=[N+]([O-])c1cnc(Cl)c(-c2ccccc2)c1. As a reaction SMILES: [C:21](=[O:22])([O-:23])[O-:24].[Cl:1][c:2]1[n:3][cH:4][c:5]([N+:9](=[O:10])[O-:11])[cH:6][c:7]1[I:8].[Cs+:25].[Cs+:26].[O:28]1[CH2:29][CH2:30][O:31][CH2:32][CH2:33]1.[OH2:27].[OH:12][B:13]([OH:14])[c:15]1[cH:16][cH:17][cH:18][cH:19][cH:20]1>>[Cl:1][c:2]1[n:3][cH:4][c:5]([N+:9](=[O:10])[O-:11])[cH:6][c:7]1-[c:15]1[cH:16][cH:17][cH:18][cH:19][cH:20]1.